This data is from the Open Reaction Database (ORD), a public repository of structured organic reaction records. The task is: describe an organic reaction: reactants, conditions, products, and yield Starting materials: N1CCOCC1 (Morpholine), ClCC1=C2C=CC=NC2=C(C=C1)O (5-chloromethyl-8-hydroxyquinoline). RXN SMILES: [NH:1]1[CH2:6][CH2:5][O:4][CH2:3][CH2:2]1.Cl[CH2:8][C:9]1[CH:18]=[CH:17][C:16]([OH:19])=[C:15]2[C:10]=1[CH:11]=[CH:12][CH:13]=[N:14]2>C(Cl)(Cl)Cl>[O:4]1[CH2:5][CH2:6][N:1]([CH2:8][C:9]2[CH:18]=[CH:17][C:16]([OH:19])=[C:15]3[C:10]=2[CH:11]=[CH:12][CH:13]=[N:14]3)[CH2:2][CH2:3]1. Isolated yield 58.9%. Conditions: time 8 hour. Yields the product O1CCN(CC1)CC1=C2C=CC=NC2=C(C=C1)O (5-morpholinomethyl-8-hydroxyquinoline). Reported procedure: Morpholine (1.9 ml; 21.8 mmol) was added to a solution of 5-chloromethyl-8-hydroxyquinoline (1.98 g; 8.34 mmol) in CHCl3 (50 ml) at 5° C. The reaction mixture was stirred overnight at room temperature. Then CHCl3 (100 ml) was added and the solution was washed with 5% NaHCO3 (2×50 ml), followed by brine (50 ml), and dried over Na2SO4. The solution was filtered and evaporated under vacuum to dryness. The residue was crystallized from hexane-CHCl3 and gave 1.2 g (59%) of the title product. M.p. 130... Solvent: C(Cl)(Cl)Cl (CHCl3), C(Cl)(Cl)Cl (CHCl3). Reactants: N1C=NC=C1 (imidazole), ClC=1N=C(C2=C(N1)SC(=C2)[N+](=O)[O-])NCC2=CC=C(C=C2)F (2-chloro-6-nitro-4-(4-fluorobenzylamino)-thieno-[2,3-d]-pyrimidine). Yields the product N1(C=NC=C1)C=1N=C(C2=C(N1)SC(=C2)[N+](=O)[O-])NCC2=CC=C(C=C2)F (2-(imidazol-1-yl)-6-nitro-4-(4-fluorobenzylamino)-thieno-[2,3-d]-pyrimidine). As a reaction SMILES: [NH:1]1[CH:5]=[CH:4][N:3]=[CH:2]1.Cl[C:7]1[N:8]=[C:9]([NH:19][CH2:20][C:21]2[CH:26]=[CH:25][C:24]([F:27])=[CH:23][CH:22]=2)[C:10]2[CH:15]=[C:14]([N+:16]([O-:18])=[O:17])[S:13][C:11]=2[N:12]=1>>[N:1]1([C:7]2[N:8]=[C:9]([NH:19][CH2:20][C:21]3[CH:26]=[CH:25][C:24]([F:27])=[CH:23][CH:22]=3)[C:10]3[CH:15]=[C:14]([N+:16]([O-:18])=[O:17])[S:13][C:11]=3[N:12]=2)[CH:5]=[CH:4][N:3]=[CH:2]1. Procedure details: Following the procedure of Example 97, the reaction of imidazole with 2-chloro-6-nitro-4-(4-fluorobenzylamino)-thieno-[2,3-d]-pyrimidine gives 2-(imidazol-1-yl)-6-nitro-4-(4-fluorobenzylamino)-thieno-[2,3-d]-pyrimidine. Reactants: [Al+3], C1CCOC1, [H-], [H-], [H-], [H-], [Li+], NC(=O)CC1(O)CCN(Cc2ccccc2)CC1. Product: NCCC1(O)CCN(Cc2ccccc2)CC1. As a reaction SMILES: [Al+3:2].[CH2:25]1[O:26][CH2:27][CH2:28][CH2:29]1.[H-:1].[H-:4].[H-:5].[H-:6].[Li+:3].[OH:7][C:8]1([CH2:21][C:22](=[O:23])[NH2:24])[CH2:9][CH2:10][N:11]([CH2:14][c:15]2[cH:16][cH:17][cH:18][cH:19][cH:20]2)[CH2:12][CH2:13]1>>[OH:7][C:8]1([CH2:21][CH2:22][NH2:24])[CH2:9][CH2:10][N:11]([CH2:14][c:15]2[cH:16][cH:17][cH:18][cH:19][cH:20]2)[CH2:12][CH2:13]1. Reactants: ClC1=C(CNC(N(C)CCO)=O)C=CC=C1Cl (3-(2,3-dichlorobenzyl)-1-(2-hydroxyethyl)-1-methylurea), C(C)C1=CC=C(C=C1)N=C=O (4-ethylphenylisocyanate). Reagents/catalysts: CN(C)C=1C=CN=CC1 (DMAP). Solvent: CN(C)C=O (DMF). Run at time 8 hour. The product is C(C)C1=CC=C(C=C1)NC(OCCN(C(=O)NCC1=C(C(=CC=C1)Cl)Cl)C)=O (2-(3-(2,3-dichlorobenzyl)-1-methylureido)ethyl 4-ethylphenylcarbamate). The yield is 6.1%. RXN SMILES: [Cl:1][C:2]1[C:16]([Cl:17])=[CH:15][CH:14]=[CH:13][C:3]=1[CH2:4][NH:5][C:6](=[O:12])[N:7]([CH2:9][CH2:10][OH:11])[CH3:8].[CH2:18]([C:20]1[CH:25]=[CH:24][C:23]([N:26]=[C:27]=[O:28])=[CH:22][CH:21]=1)[CH3:19]>CN(C=O)C.CN(C1C=CN=CC=1)C>[CH2:18]([C:20]1[CH:25]=[CH:24][C:23]([NH:26][C:27](=[O:28])[O:11][CH2:10][CH2:9][N:7]([CH3:8])[C:6]([NH:5][CH2:4][C:3]2[CH:13]=[CH:14][CH:15]=[C:16]([Cl:17])[C:2]=2[Cl:1])=[O:12])=[CH:22][CH:21]=1)[CH3:19]. Procedure details: To a solution of 3-(2,3-dichlorobenzyl)-1-(2-hydroxyethyl)-1-methylurea (70 mg, 0.27 mmol) in DMF were added DMAP and 4-ethylphenylisocyanate (80 mg, 0.54 mmol). The reaction mixture was stirred overnight. The reaction mixture was concentrated. The resulting residue was purified on RP-HPLC using a mixture of acetonitrile and H2O to give 2-(3-(2,3-dichlorobenzyl)-1-methylureido)ethyl 4-ethylphenylcarbamate (7 mg, 6.5%). LRMS (M+H+) m/z 424.1. Reactants: CC(C)CN1CCCCC1CN(C)c1nc(C(F)(F)F)ccc1-c1cc(Oc2cccc3sc(N)nc23)ncn1, CC(=O)OC(C)=O, c1ccncc1. Product: CC(=O)Nc1nc2c(Oc3cc(-c4ccc(C(F)(F)F)nc4N(C)CC4CCCCN4CC(C)C)ncn3)cccc2s1. As a reaction SMILES: [CH2:1]([CH:2]([CH3:3])[CH3:4])[N:5]1[CH:6]([CH2:11][N:12]([c:13]2[n:14][c:15]([C:36]([F:37])([F:38])[F:39])[cH:16][cH:17][c:18]2-[c:19]2[cH:20][c:21]([O:25][c:26]3[cH:27][cH:28][cH:29][c:30]4[c:31]3[n:32][c:33]([NH2:35])[s:34]4)[n:22][cH:23][n:24]2)[CH3:40])[CH2:7][CH2:8][CH2:9][CH2:10]1.[CH3:41][C:42](=[O:43])[O:44][C:45](=[O:46])[CH3:47].[cH:48]1[cH:49][cH:50][n:51][cH:52][cH:53]1>>[CH2:1]([CH:2]([CH3:3])[CH3:4])[N:5]1[CH:6]([CH2:11][N:12]([c:13]2[n:14][c:15]([C:36]([F:37])([F:38])[F:39])[cH:16][cH:17][c:18]2-[c:19]2[cH:20][c:21]([O:25][c:26]3[cH:27][cH:28][cH:29][c:30]4[c:31]3[n:32][c:33]([NH:35][C:42]([CH3:41])=[O:43])[s:34]4)[n:22][cH:23][n:24]2)[CH3:40])[CH2:7][CH2:8][CH2:9][CH2:10]1.